Dataset: the Open Reaction Database (ORD), a public repository of structured organic reaction records. Task: describe an organic reaction: reactants, conditions, products, and yield Reactants: C1(=CC=CC=C1)S(=O)C1=CC=CC=C1 (diphenylsulfoxide), Cl[Si](C)(C)C (chlorotrimetylsilane), Grignard reagent, BrC1=CC=CC=C1 (bromobenzene), [Mg] (magnesium), aqueous solution, Br (hydrobromic acid). Run in O1CCCC1 (tetrahydrofuran), C1(=CC=CC=C1)C (toluene). Yields the product [Br-].C1(=CC=CC=C1)[S+](C1=CC=CC=C1)C1=CC=CC=C1 (triphenylsulfonium bromide). Yield: 67.9%. As a reaction SMILES: [C:1]1([S:7]([C:9]2[CH:14]=[CH:13][CH:12]=[CH:11][CH:10]=2)=O)[CH:6]=[CH:5][CH:4]=[CH:3][CH:2]=1.Cl[Si](C)(C)C.[Br:20][C:21]1[CH:26]=[CH:25][CH:24]=[CH:23][CH:22]=1.[Mg].Br>O1CCCC1.C1(C)C=CC=CC=1>[Br-:20].[C:1]1([S+:7]([C:21]2[CH:26]=[CH:25][CH:24]=[CH:23][CH:22]=2)[C:9]2[CH:14]=[CH:13][CH:12]=[CH:11][CH:10]=2)[CH:6]=[CH:5][CH:4]=[CH:3][CH:2]=1 |f:7.8|. Reported procedure: In 600 ml of tetrahydrofuran were dissolved, 21.1 g (0.1 mol) of diphenylsulfoxide under nitrogen atmosphere, then 27.2 g (0.25 mol) of chlorotrimetylsilane was poured into them. A Grignard reagent prepared from 39.3 g (0.25 mol) of bromobenzene and 6.1 g of magnesium metal in accordance with the conventional manner was added dropwise thereto under ice-cooling, followed by allowing to react at the same temperature for 3 hours. After completion of the reaction, 500 ml of 24% aqueous solution of h...